Dataset: the Open Reaction Database (ORD), a public repository of structured organic reaction records. Task: describe an organic reaction: reactants, conditions, products, and yield The reactants are ClC=1C=C(C=C(C1C(C1=CC(=C(C=C1)Cl)Cl)C#N)Cl)NN (3,5-dichloro-4-(3,4-dichloro-α-cyanobenzyl)phenylhydrazine), C(C)OC(C)=O (acetic acid ethyl ester), C(C1=CC=CC=C1)=O (benzaldehyde). The product is C(C)OC(C)=O.ClC=1C=C(C=C(C1C(C1=CC(=C(C=C1)Cl)Cl)C#N)Cl)NN=CC1=CC=CC=C1 (1-[3,5-dichloro-4-(3,4-dichloro-α-cyanobenzyl)phenyl]-2-benzylidenehydrazine acetic acid ethyl ester). The yield is 68.0%. As a reaction SMILES: [Cl:1][C:2]1[CH:3]=[C:4]([NH:20][NH2:21])[CH:5]=[C:6]([Cl:19])[C:7]=1[CH:8]([C:17]#[N:18])[C:9]1[CH:14]=[CH:13][C:12]([Cl:15])=[C:11]([Cl:16])[CH:10]=1.[CH:22](=O)[C:23]1[CH:28]=[CH:27][CH:26]=[CH:25][CH:24]=1.[CH2:30]([O:32][C:33](=[O:35])[CH3:34])[CH3:31]>>[CH2:30]([O:32][C:33](=[O:35])[CH3:34])[CH3:31].[Cl:1][C:2]1[CH:3]=[C:4]([NH:20][N:21]=[CH:22][C:23]2[CH:28]=[CH:27][CH:26]=[CH:25][CH:24]=2)[CH:5]=[C:6]([Cl:19])[C:7]=1[CH:8]([C:17]#[N:18])[C:9]1[CH:14]=[CH:13][C:12]([Cl:15])=[C:11]([Cl:16])[CH:10]=1 |f:3.4|. Procedure details: In 50 ml of acetic acid ethyl ester was dissolved 3.0 g of 3,5-dichloro-4-(3,4-dichloro-α-cyanobenzyl)phenylhydrazine. To the solution was added equimol. of benzaldehyde, and the mixture was stirred for 3 hours at room temperature. The reaction mixture was dried over anhydrous magnesium sulfate, which was then concentrated to afford the titled compound in a yield of 68%, m.p.75-90° C.